Dataset: the Open Reaction Database (ORD), a public repository of structured organic reaction records. Task: describe an organic reaction: reactants, conditions, products, and yield The reactants are Cc1ccccc1, [O-]Cl, OC(c1ccc(Cl)nc1)C(F)(F)F, [Na+], O. Yields the product O=C(c1ccc(Cl)nc1)C(F)(F)F. As a reaction SMILES: [CH3:18][c:19]1[cH:20][cH:21][cH:22][cH:23][cH:24]1.[Cl:14][O-:15].[Cl:1][c:2]1[n:3][cH:4][c:5]([CH:8]([C:9]([F:10])([F:11])[F:12])[OH:13])[cH:6][cH:7]1.[Na+:16].[OH2:17]>>[Cl:1][c:2]1[n:3][cH:4][c:5]([C:8]([C:9]([F:10])([F:11])[F:12])=[O:13])[cH:6][cH:7]1. The reactants are CC1(C)OB(c2ccncc2)OC1(C)C, Cc1ccccc1, COc1cccc(OC)c1-c1ccccc1P(C1CCCCC1)C1CCCCC1, CC(C)(C)OC(=O)c1ccc(-c2ccccc2)cc1NC(=O)c1ccc(Cl)nc1, [K+], [K+], [K+], CC(=O)[O-], CC(=O)[O-], O=P([O-])([O-])[O-], [Pd+2]. Yields the product CC(C)(C)OC(=O)c1ccc(-c2ccccc2)cc1NC(=O)c1ccc(-c2ccncc2)nc1. RXN SMILES: [CH3:1][C:2]1([CH3:3])[C:4]([CH3:5])([CH3:6])[O:7][B:8]([c:9]2[cH:10][cH:11][n:12][cH:13][cH:14]2)[O:15]1.[CH3:91][c:92]1[cH:93][cH:94][cH:95][cH:96][cH:97]1.[CH:24]1([P:25]([CH:26]2[CH2:27][CH2:28][CH2:29][CH2:30][CH2:31]2)[c:32]2[cH:33][cH:34][cH:35][cH:36][c:37]2-[c:38]2[c:39]([O:40][CH3:41])[cH:42][cH:43][cH:44][c:45]2[O:46][CH3:47])[CH2:48][CH2:49][CH2:50][CH2:51][CH2:52]1.[Cl:53][c:54]1[cH:55][cH:56][c:57]([C:60](=[O:61])[NH:62][c:63]2[c:64]([C:65](=[O:66])[O:67][C:68]([CH3:69])([CH3:70])[CH3:71])[cH:72][cH:73][c:74](-[c:76]3[cH:77][cH:78][cH:79][cH:80][cH:81]3)[cH:75]2)[cH:58][n:59]1.[K+:21].[K+:22].[K+:23].[O-:83][C:84]([CH3:85])=[O:86].[O-:87][C:88]([CH3:89])=[O:90].[P:16]([O-:17])([O-:18])([O-:19])=[O:20].[Pd+2:82]>>[c:9]1(-[c:54]2[cH:55][cH:56][c:57]([C:60](=[O:61])[NH:62][c:63]3[c:64]([C:65](=[O:66])[O:67][C:68]([CH3:69])([CH3:70])[CH3:71])[cH:72][cH:73][c:74](-[c:76]4[cH:77][cH:78][cH:79][cH:80][cH:81]4)[cH:75]3)[cH:58][n:59]2)[cH:10][cH:11][n:12][cH:13][cH:14]1. Reactants: CC(C(=O)OCC)(C)OC=1C=CC=C2C=CC=NC12 (ethyl 2-methyl-2-(quinolin-8-yloxy)propanoate), NCC(CN1CC2=CC=CC=C2CC1)O (1-amino-3-(3,4-dihydroisoquinolin-2(1H)-yl)propan-2-ol). The solvent is CCO (EtOH). Reaction conditions: temperature 120 celsius, time 1 hour. Product: C1N(CCC2=CC=CC=C12)CC(CNC(C(C)(OC=1C=CC=C2C=CC=NC12)C)=O)O (N-(3-(3,4-dihydroisoquinolin-2(1H)-yl)-2-hydroxypropyl)-2-methyl-2-(quinolin-8-yloxy)propanamide). The yield is 10.1%. Reaction SMILES: [CH3:1][C:2]([O:9][C:10]1[CH:11]=[CH:12][CH:13]=[C:14]2[C:19]=1[N:18]=[CH:17][CH:16]=[CH:15]2)([CH3:8])[C:3]([O:5]CC)=O.[NH2:20][CH2:21][CH:22]([OH:34])[CH2:23][N:24]1[CH2:33][CH2:32][C:31]2[C:26](=[CH:27][CH:28]=[CH:29][CH:30]=2)[CH2:25]1>CCO>[CH2:25]1[C:26]2[C:31](=[CH:30][CH:29]=[CH:28][CH:27]=2)[CH2:32][CH2:33][N:24]1[CH2:23][CH:22]([OH:34])[CH2:21][NH:20][C:3](=[O:5])[C:2]([CH3:1])([O:9][C:10]1[CH:11]=[CH:12][CH:13]=[C:14]2[C:19]=1[N:18]=[CH:17][CH:16]=[CH:15]2)[CH3:8]. Procedure: To a solution of ethyl 2-methyl-2-(quinolin-8-yloxy)propanoate (120 mg, 0.46 mmol) in EtOH (0.5 ml) was added 1-amino-3-(3,4-dihydroisoquinolin-2(1H)-yl)propan-2-ol (0.46 mmol) at 29° C. The mixture was stirred for 1 hour at 120° C. under microwave heating. The solvent was removed and the residue purified by prep-HPLC to afford the title compound (19.5 mg, Yield 10.1%). 1H NMR (400 MHz, MeOD): δ 8.95-8.93 (m, 1H), 8.34 (dd, J=8.4, 1.6 Hz, 1H), 7.69 (d, J=8 Hz, 1H), 7.56-7.52 (m, 2H), 7.39 (d, J=... Reactants: C#Cc1ccc(-c2ccccc2)cc1Br, CO, ClCCl, O=C=O. The product is O=C(O)C#Cc1ccc(-c2ccccc2)cc1Br. Reaction SMILES: [Br:1][c:2]1[cH:3][c:4](-[c:10]2[cH:11][cH:12][cH:13][cH:14][cH:15]2)[cH:5][cH:6][c:7]1[C:8]#[CH:9].[CH3:19][OH:20].[Cl:21][CH2:22][Cl:23].[O:16]=[C:17]=[O:18]>>[Br:1][c:2]1[cH:3][c:4](-[c:10]2[cH:11][cH:12][cH:13][cH:14][cH:15]2)[cH:5][cH:6][c:7]1[C:8]#[C:9][C:17](=[O:16])[OH:18]. The reactants are C(CCC)[Li] (n-Butyllithium), C[Si](C)(C)C#C (trimethylsilylacetylene), C(C)OP(OCC)Cl (diethylchlorophosphite). Run in O1CCCC1 (tetrahydrofuran). Run at temperature -20 celsius. Product: C[Si](C)(C)C#CP(OCC)OCC (diethyl trimethylsilylethynylphosphonite). RXN SMILES: C([Li])CCC.[CH3:6][Si:7]([C:10]#[CH:11])([CH3:9])[CH3:8].[CH2:12]([O:14][P:15](Cl)[O:16][CH2:17][CH3:18])[CH3:13]>O1CCCC1>[CH3:6][Si:7]([C:10]#[C:11][P:15]([O:16][CH2:17][CH3:18])[O:14][CH2:12][CH3:13])([CH3:9])[CH3:8]. Procedure details: n-Butyllithium (26.02 ml, 1.55M in hexane) was added dropwise over thirty minutes to a stirred solution of trimethylsilylacetylene (5.18 ml) in dry tetrahydrofuran (25 ml), whilst maintaining the temperature below -65° C. After twenty minutes, diethylchlorophosphite (4.71 ml) was added dropwise over twenty minutes, then stirring continued for a further ninety minutes at -65° C. The stirred mixture was allowed to warm to -20° C., quenched by dropwise addition of saturated ammonium chloride soluti... Reactants: C#CCN, CC#N, Cc1cccc(C)c1NC(=O)NCCCCl, Cc1ccc(S(=O)(=O)O)cc1. The product is C#CCNCCCNC(=O)Nc1c(C)cccc1C, Cc1ccc(S(=O)(=O)[O-])cc1. Reaction SMILES: [CH2:17]([C:18]#[CH:19])[NH2:20].[CH3:32][C:33]#[N:34].[Cl:1][CH2:2][CH2:3][CH2:4][NH:5][C:6](=[O:7])[NH:8][c:9]1[c:10]([CH3:16])[cH:11][cH:12][cH:13][c:14]1[CH3:15].[c:21]1([CH3:31])[cH:22][cH:23][c:24]([S:27](=[O:28])(=[O:29])[OH:30])[cH:25][cH:26]1>>[CH2:2]([CH2:3][CH2:4][NH:5][C:6](=[O:7])[NH:8][c:9]1[c:10]([CH3:16])[cH:11][cH:12][cH:13][c:14]1[CH3:15])[NH:20][CH2:17][C:18]#[CH:19].[c:21]1([CH3:31])[cH:22][cH:23][c:24]([S:27](=[O:28])(=[O:29])[O-:30])[cH:25][cH:26]1.